From a dataset of the Open Reaction Database (ORD), a public repository of structured organic reaction records. describe an organic reaction: reactants, conditions, products, and yield The reactants are O=C1CC(CC1)C(=O)O (3-oxocyclopentane carboxylic acid), O.C=1(C(=CC=CC1)S(=O)(=O)O)C (toluene sulphonic acid hydrate), C(OC)(OC)OC (trimethyl orthoformate). The solvent is CO (methanol). Product: O=C1CC(CC1)C(=O)OC (Methyl 3-oxocyclopentane carboxylate). Reaction SMILES: [O:1]=[C:2]1[CH2:6][CH2:5][CH:4]([C:7]([OH:9])=[O:8])[CH2:3]1.O.[C:11]1(C)C(S(O)(=O)=O)=CC=CC=1.C(OC)(OC)OC>CO>[O:1]=[C:2]1[CH2:6][CH2:5][CH:4]([C:7]([O:9][CH3:11])=[O:8])[CH2:3]1 |f:1.2|. Reported procedure: A solution of 193.8 g (1.51 moles) of 3-oxocyclopentane carboxylic acid in 580 ml of methanol, analytical grade, is treated with 1.8 g (9.5 mmoles) of toluene sulphonic acid hydrate with stirring, then 192.4 g (1.81 moles) of trimethyl orthoformate are added in the course of 10 minutes and the mixture is heated to boiling under reflux. This temperature is maintained for 1 hour. The solution is evaporated in vacuo (i.v.), the residue is treated with 200 ml of H2O, 220 ml of toluene and 1.9 ml of ... Starting materials: CC=1N=C(C(=NC1C)C(=O)O)C(=O)O (5,6-dimethylpyrazine-2,3-dicarboxylic acid). Solvent: ClC1=C(C=CC=C1)Cl (1,2-dichlorobenzene). Reaction conditions: temperature 170 celsius. Yields the product CC=1N=CC(=NC1C)C(=O)O (5,6-dimethylpyrazine-2-carboxylic acid). The yield is 77.8%. As a reaction SMILES: [CH3:1][C:2]1[N:3]=[C:4]([C:12]([OH:14])=[O:13])[C:5](C(O)=O)=[N:6][C:7]=1[CH3:8]>ClC1C=CC=CC=1Cl>[CH3:8][C:7]1[N:6]=[CH:5][C:4]([C:12]([OH:14])=[O:13])=[N:3][C:2]=1[CH3:1]. Procedure: A suspension of 5,6-dimethylpyrazine-2,3-dicarboxylic acid (110 g.) in 1,2-dichlorobenzene (330 cc.) is heated at a temperature of about 170° C. until the evolution of gas ceases. The reaction mixture is then cooled to a temperature of about 20° C., after which the insoluble product is filtered off and washed with diisopropyl ether (6 × 25 cc.). After drying, 5,6-dimethylpyrazine-2-carboxylic acid (66.4 g.), melting at 187° C., is obtained.